From a dataset of the Open Reaction Database (ORD), a public repository of structured organic reaction records. describe an organic reaction: reactants, conditions, products, and yield The reactants are ClC=1C=NC2=C(C(=CC=C2C1)Cl)C(Cl)Cl (3,7-dichloro-8-dichloromethylquinoline), Cl.NO (hydroxylamine hydrochloride), C(=O)[O-].[Na+] (sodium formate). Run in C(=O)O (formic acid), O (water). Product: ClC=1C=NC2=C(C(=CC=C2C1)Cl)C#N (3,7-dichloro-8-cyanoquinoline). The yield is 78.5%. Reaction SMILES: [Cl:1][C:2]1[CH:3]=[N:4][C:5]2[C:10]([CH:11]=1)=[CH:9][CH:8]=[C:7]([Cl:12])[C:6]=2[CH:13](Cl)Cl.Cl.[NH2:17]O.C([O-])=O.[Na+]>C(O)=O.O>[Cl:1][C:2]1[CH:3]=[N:4][C:5]2[C:10]([CH:11]=1)=[CH:9][CH:8]=[C:7]([Cl:12])[C:6]=2[C:13]#[N:17] |f:1.2,3.4|. Procedure details: 28.1 parts by weight of the 3,7-dichloro-8-dichloromethylquinoline thus obtained, 6.95 parts by weight of hydroxylamine hydrochloride and 13.6 parts by weight of sodium formate in 200 ml of formic acid and 60 ml of water were stirred for 12 hours at 100° C., the reaction solution was poured onto ice, the precipitated solid was filtered off under suction, washed neutral with water and dried. 19 parts by weight of 3,7-dichloro-8-cyanoquinoline of melting point 222° C. were obtained. Yield: 78.5% o...